describe an organic reaction: reactants, conditions, products, and yield From a dataset of the Open Reaction Database (ORD), a public repository of structured organic reaction records. RXN SMILES: [CH3:1][O:2][C:3]1[CH:4]=[C:5]([CH2:11][CH2:12][C:13]2[N:14]=[C:15]3[CH:21]=[C:20]([C:22]4[CH:23]=[N:24][NH:25][CH:26]=4)[N:19](S(C4C=CC=CC=4)(=O)=O)[C:16]3=[N:17][CH:18]=2)[CH:6]=[C:7]([O:9][CH3:10])[CH:8]=1.[H-].[Na+].CS(O[CH:43]1[CH2:48][CH2:47][N:46]([CH3:49])[CH2:45][CH2:44]1)(=O)=O>CN(C)C=O>[CH3:1][O:2][C:3]1[CH:4]=[C:5]([CH2:11][CH2:12][C:13]2[N:14]=[C:15]3[CH:21]=[C:20]([C:22]4[CH:23]=[N:24][N:25]([CH:43]5[CH2:48][CH2:47][N:46]([CH3:49])[CH2:45][CH2:44]5)[CH:26]=4)[NH:19][C:16]3=[N:17][CH:18]=2)[CH:6]=[C:7]([O:9][CH3:10])[CH:8]=1 |f:1.2|. Reported procedure: To a stirred solution of 2-[2-(3,5-dimethoxyphenyl)ethyl]-5-(phenylsulfonyl)-6-(1H-pyrazol-4-yl)-5H-pyrrolo[2,3-b]pyrazine (from Example 35, Step 1, 50.0 mg, 0.102 mmol) in N,N-dimethylformamide (2.0 mL), sodium hydride (6.13 mg, 0.153 mmol) was added at 0° C. After 15 minutes, a solution of 1-methylpiperidin-4-yl methanesulfonate (23.7 mg, 0.122 mmol) in N,N-dimethylformamide (1 mL) was added. The reaction mixture was then warmed up to 55° C. After 2 hours, the reaction was quenched with water,... Yields the product COC=1C=C(C=C(C1)OC)CCC=1N=C2C(=NC1)NC(=C2)C=2C=NN(C2)C2CCN(CC2)C (2-[2-(3,5-dimethoxyphenyl)ethyl]-6-[1-(1-methylpiperidin-4-yl)-1H-pyrazol-4-yl]-5H-pyrrolo[2,3-b]pyrazine). Isolated yield 4.8%. Starting materials: COC=1C=C(C=C(C1)OC)CCC=1N=C2C(=NC1)N(C(=C2)C=2C=NNC2)S(=O)(=O)C2=CC=CC=C2 (2-[2-(3,5-dimethoxyphenyl)ethyl]-5-(phenylsulfonyl)-6-(1H-pyrazol-4-yl)-5H-pyrrolo[2,3-b]pyrazine), [H-].[Na+] (sodium hydride), CS(=O)(=O)OC1CCN(CC1)C (1-methylpiperidin-4-yl methanesulfonate). The solvent is CN(C=O)C (N,N-dimethylformamide), CN(C=O)C (N,N-dimethylformamide). Run at temperature 55 celsius, time 15 minute. The reactants are P(Cl)(Cl)Cl (phosphorous trichloride), N=1C=CN2C1C(C1=C(CC2)C=CC=C1)=C1CC[N+](CC1)(C(=O)C1=CC=NC=C1)[O-] (4-(5,6-dihydro-11H-imidazo[2,1-b][3]benzazepin-11-ylidene)-1-(4-pyridinylcarbonyl)-piperidine N1 -oxide), N (ammonia), O (water). Solvent: ClCCl (dichloromethane), ClCCl (dichloromethane). Reaction conditions: temperature 25 celsius, time 8 hour. Product: N=1C=CN2C1C(C1=C(CC2)C=CC=C1)=C1CCN(CC1)C(=O)C1=CC=NC=C1 (4-(5,6-dihydro-11H-imidazo[2,1-b][3]benzazepin-11-ylidene )-1-(4-pyridinylcarbonyl)piperidine). RXN SMILES: P(Cl)(Cl)Cl.[N:5]1[CH:6]=[CH:7][N:8]2[CH2:14][CH2:13][C:12]3[CH:15]=[CH:16][CH:17]=[CH:18][C:11]=3[C:10](=[C:19]3[CH2:24][CH2:23][N+:22]([O-])([C:25]([C:27]4[CH:32]=[CH:31][N:30]=[CH:29][CH:28]=4)=[O:26])[CH2:21][CH2:20]3)[C:9]=12.O.N>ClCCl>[N:5]1[CH:6]=[CH:7][N:8]2[CH2:14][CH2:13][C:12]3[CH:15]=[CH:16][CH:17]=[CH:18][C:11]=3[C:10](=[C:19]3[CH2:24][CH2:23][N:22]([C:25]([C:27]4[CH:32]=[CH:31][N:30]=[CH:29][CH:28]=4)=[O:26])[CH2:21][CH2:20]3)[C:9]=12. Procedure: A solution of phosphorous trichloride (0.25 ml)in dichloromethane (3 ml) was added to a solution of 4-(5,6-dihydro-11H-imidazo[2,1-b][3]benzazepin-11-ylidene)-1-(4-pyridinylcarbonyl)-piperidine N1 -oxide (B, 0.4 g) and dichloromethane (5 ml). The reaction mixture was allowed to stir overnight at 25° C. in an atmosphere of nitrogen, and was then poured onto a mixture of ice and water. The resulting mixture was basified with concentrated aqueous ammonia, and the aqueous layer was extracted with di...